Dataset: the Open Reaction Database (ORD), a public repository of structured organic reaction records. Task: describe an organic reaction: reactants, conditions, products, and yield Reactants: crude material, CN1N=C(N=C1C=O)N1CCCCC1 (1-methyl-3-(piperidin-1-yl)-1H-1,2,4-triazole-5-carbaldehyde), [Cl-].CC1=CN=C(C=2N1N=C(N2)C[P+](C2=CC=CC=C2)(C2=CC=CC=C2)C2=CC=CC=C2)C (((5,8-dimethyl-[1,2,4]triazolo[1,5-a]pyrazin-2-yl)methyl)triphenylphosphonium chloride), C1CCC2=NCCCN2CC1 (DBU). The solvent is O1CCCC1 (tetrahydrofuran). Run at temperature 25 celsius, time 18 hour. The product is CC1=CN=C(C=2N1N=C(N2)\C=C\C=2N(N=C(N2)N2CCCCC2)C)C (5,8-dimethyl-2-[(E)-2-(2-methyl-5-piperidin-1-yl-2H-[1,2,4]triazol-3-yl)-vinyl]-[1,2,4]triazolo[1,5-a]pyrazine). The yield is 53.6%. RXN SMILES: [CH3:1][N:2]1[C:6]([CH:7]=O)=[N:5][C:4]([N:9]2[CH2:14][CH2:13][CH2:12][CH2:11][CH2:10]2)=[N:3]1.[Cl-].[CH3:16][C:17]1[N:22]2[N:23]=[C:24]([CH2:26][P+](C3C=CC=CC=3)(C3C=CC=CC=3)C3C=CC=CC=3)[N:25]=[C:21]2[C:20]([CH3:46])=[N:19][CH:18]=1.C1CCN2C(=NCCC2)CC1>O1CCCC1>[CH3:16][C:17]1[N:22]2[N:23]=[C:24](/[CH:26]=[CH:7]/[C:6]3[N:2]([CH3:1])[N:3]=[C:4]([N:9]4[CH2:14][CH2:13][CH2:12][CH2:11][CH2:10]4)[N:5]=3)[N:25]=[C:21]2[C:20]([CH3:46])=[N:19][CH:18]=1 |f:1.2|. Procedure details: A mixture of 1-methyl-3-(piperidin-1-yl)-1H-1,2,4-triazole-5-carbaldehyde (60 mg, 309 μmol, Eq: 1.00), ((5,8-dimethyl-[1,2,4]triazolo[1,5-a]pyrazin-2-yl)methyl)triphenylphosphonium chloride (142 mg, 309 μmol, Eq: 1.00) and DBU (51.7 mg, 51.2 μl, 340 μmol, Eq: 1.1) in tetrahydrofuran (15 ml) was stirred for 18 hours at 25° C. under argon. The crude material was applied on silica gel and purified by flash chromatography over a 20 g silica gel column using ethyl acetate/methanol 0-7% as eluent affo... Reactants: CN1C(=NC=C1C=1C=C(C=CC1)[N+](=O)[O-])C (3-(1,2-dimethyl-1H-imidazol-5-yl)nitrobenzene). The reagents and catalysts are [Pd] (palladium on carbon). The solvent is CO (methanol). Product: CN1C(=NC=C1C=1C=C(N)C=CC1)C (3-(1,2-dimethyl-imidazol-5-yl)aniline). Isolated yield 88.5%. RXN SMILES: [CH3:1][N:2]1[C:6]([C:7]2[CH:8]=[C:9]([N+:13]([O-])=O)[CH:10]=[CH:11][CH:12]=2)=[CH:5][N:4]=[C:3]1[CH3:16]>CO.[Pd]>[CH3:1][N:2]1[C:6]([C:7]2[CH:8]=[C:9]([CH:10]=[CH:11][CH:12]=2)[NH2:13])=[CH:5][N:4]=[C:3]1[CH3:16]. Procedure: A suspension of 3-(1,2-dimethyl-1H-imidazol-5-yl)nitrobenzene (19.2 g) in methanol (200 ml) was hydrogenated over palladium on carbon (10% w/w, 50% wet, 5 g) under hydrogen atmosphere for 10 hours. After the catalyst was filtered off, the filtrate was evaporated under reduced pressure. The residue was triturated with ethyl acetate and diisopropyl ether to give 3-(1,2-dimethyl-imidazol-5-yl)aniline (14.65 g). The reactants are Cc1cc(F)ccc1-c1cc(N2CCN(Cc3ccccc3)CC2C)ncc1N(C)C(=O)C(C)(C)c1cc(C(F)(F)F)cc(C(F)(F)F)c1, CC(=O)O. The product is Cc1cc(F)ccc1-c1cc(N2CCNCC2C)ncc1N(C)C(=O)C(C)(C)c1cc(C(F)(F)F)cc(C(F)(F)F)c1. As a reaction SMILES: [CH2:1]([c:2]1[cH:3][cH:4][cH:5][cH:6][cH:7]1)[N:8]1[CH2:9][CH:10]([CH3:49])[N:11]([c:14]2[cH:15][c:16](-[c:41]3[c:42]([CH3:48])[cH:43][c:44]([F:47])[cH:45][cH:46]3)[c:17]([N:20]([C:21]([C:22]([CH3:23])([CH3:24])[c:25]3[cH:26][c:27]([C:35]([F:36])([F:37])[F:38])[cH:28][c:29]([C:31]([F:32])([F:33])[F:34])[cH:30]3)=[O:39])[CH3:40])[cH:18][n:19]2)[CH2:12][CH2:13]1.[CH3:50][C:51](=[O:52])[OH:53]>>[NH:8]1[CH2:9][CH:10]([CH3:49])[N:11]([c:14]2[cH:15][c:16](-[c:41]3[c:42]([CH3:48])[cH:43][c:44]([F:47])[cH:45][cH:46]3)[c:17]([N:20]([C:21]([C:22]([CH3:23])([CH3:24])[c:25]3[cH:26][c:27]([C:35]([F:36])([F:37])[F:38])[cH:28][c:29]([C:31]([F:32])([F:33])[F:34])[cH:30]3)=[O:39])[CH3:40])[cH:18][n:19]2)[CH2:12][CH2:13]1.